Dataset: the Open Reaction Database (ORD), a public repository of structured organic reaction records. Task: describe an organic reaction: reactants, conditions, products, and yield The reactants are CC1(CC2(OCCO2)CCC1O)C (7,7-dimethyl-1,4-dioxaspiro[4.5]decan-8-ol), Cl (hydrochloric acid), C(C)(=O)OCC (ethyl acetate). Solvent: petroleum ether, CO (MeOH). Product: OC1C(CC(CC1)=O)(C)C (4-hydroxy-3,3-dimethylcyclohexanone). Yield: 88.0%. RXN SMILES: [CH3:1][C:2]1([CH3:13])[CH:11]([OH:12])[CH2:10][CH2:9][C:4]2(OCC[O:5]2)[CH2:3]1.Cl.C(OCC)(=O)C>CO>[OH:12][CH:11]1[CH2:10][CH2:9][C:4](=[O:5])[CH2:3][C:2]1([CH3:13])[CH3:1]. Reported procedure: A solution of 7,7-dimethyl-1,4-dioxaspiro[4.5]decan-8-ol (1.0 equiv.) in 2.0 N hydrochloric acid aqueous solution (3.7 equiv.) and MeOH (0.9 M) was stirred at room temperature overnight. TLC (petroleum ether:ethyl acetate=3:1) showed that the reaction was completed. The solvent was removed under reduced pressure, the resulting residue was basified with saturated aqueous sodium bicarbonate solution and the aqueous layer was extracted with ethyl acetate. The combined organic layers were washed wit...